Dataset: the Open Reaction Database (ORD), a public repository of structured organic reaction records. Task: describe an organic reaction: reactants, conditions, products, and yield The reactants are CC(C)=O, [Na+], [Na+], [Na+], O=C([O-])[O-], O=C(c1ccccc1)c1cc(-c2ccncc2)c(N2CCC3(CC2)OCCO3)s1, [OH-], O, O, Cc1ccc(S(=O)(=O)O)cc1. The product is O=C1CCN(c2sc(C(=O)c3ccccc3)cc2-c2ccncc2)CC1. As a reaction SMILES: [CH3:51][C:52](=[O:53])[CH3:54].[Na+:43].[Na+:44].[Na+:45].[O-:46][C:47](=[O:48])[O-:49].[O:1]1[CH2:3][CH2:2][O:4][C:5]12[CH2:6][CH2:7][N:8]([c:11]1[c:12](-[c:24]3[cH:25][cH:26][n:27][cH:28][cH:29]3)[cH:13][c:14]([C:16](=[O:17])[c:18]3[cH:19][cH:20][cH:21][cH:22][cH:23]3)[s:15]1)[CH2:9][CH2:10]2.[OH-:42].[OH2:30].[OH2:50].[c:31]1([CH3:32])[cH:33][cH:34][c:35]([S:36]([OH:37])(=[O:38])=[O:39])[cH:40][cH:41]1>>[O:4]=[C:5]1[CH2:6][CH2:7][N:8]([c:11]2[c:12](-[c:24]3[cH:25][cH:26][n:27][cH:28][cH:29]3)[cH:13][c:14]([C:16](=[O:17])[c:18]3[cH:19][cH:20][cH:21][cH:22][cH:23]3)[s:15]2)[CH2:9][CH2:10]1. Reactants: NC=1C(N(C(N(C1)COC)=O)CC(=O)OCC)=O (ethyl 5-amino-1-methoxymethyl-uracilylacetate), N1=C(C=C(C=C1C)C)C (2,4,6-collidine), C(C1=CC=CC=C1)S(=O)(=O)Cl (benzylsulfonyl chloride). Solvent: O1CCCC1 (tetrahydrofuran), O1CCCC1 (tetrahydrofuran), C(C)(=O)OCC (ethyl acetate). Conditions: temperature 0 celsius, time 1 hour. Yields the product C(C1=CC=CC=C1)S(=O)(=O)NC=1C(N(C(N(C1)COC)=O)CC(=O)OCC)=O (Ethyl 5-Benzylsulfonylamino-1-methoxymethyl-3-uracilylacetate). Reaction SMILES: [NH2:1][C:2]1[C:3](=[O:18])[N:4]([CH2:12][C:13]([O:15][CH2:16][CH3:17])=[O:14])[C:5](=[O:11])[N:6]([CH2:8][O:9][CH3:10])[CH:7]=1.N1C(C)=CC(C)=CC=1C.[CH2:28]([S:35](Cl)(=[O:37])=[O:36])[C:29]1[CH:34]=[CH:33][CH:32]=[CH:31][CH:30]=1>O1CCCC1.C(OCC)(=O)C>[CH2:28]([S:35]([NH:1][C:2]1[C:3](=[O:18])[N:4]([CH2:12][C:13]([O:15][CH2:16][CH3:17])=[O:14])[C:5](=[O:11])[N:6]([CH2:8][O:9][CH3:10])[CH:7]=1)(=[O:37])=[O:36])[C:29]1[CH:34]=[CH:33][CH:32]=[CH:31][CH:30]=1. Procedure: A stirred solution of ethyl 5-amino-1-methoxymethyl-uracilylacetate (8.0 g, 31 mmole) and 2,4,6-collidine (13.7 mL, 62 mmole) in tetrahydrofuran (50 mL) is cooled in an ice bath. A solution of benzylsulfonyl chloride (5.93 g, 31 mmole) in tetrahydrofuran (50 mL) is added over a 30-minute period. After addition is complete, the solution is stirred for 1 hour at 0° C., then 3 hours at room temperature. The reaction mixture is diluted with ethyl acetate, washed with 1.0N HCl (until aqueous layer is... The reactants are BrCC1CO1, O=C([O-])[O-], CN(C)C=O, [K+], [K+], O, COc1cc2c(Oc3cc4ccccc4nc3C(C)=O)ccnc2cc1O. The product is COc1cc2c(Oc3cc4ccccc4nc3C(C)=O)ccnc2cc1OCC1CO1. Reaction SMILES: [Br:34][CH2:35][CH:36]1[CH2:37][O:38]1.[C:28](=[O:29])([O-:30])[O-:31].[CH3:40][N:41]([CH3:42])[CH:43]=[O:44].[K+:32].[K+:33].[OH2:39].[OH:1][c:2]1[c:3]([O:26][CH3:27])[cH:4][c:5]2[c:6]([O:12][c:13]3[c:14]([C:23]([CH3:24])=[O:25])[n:15][c:16]4[cH:17][cH:18][cH:19][cH:20][c:21]4[cH:22]3)[cH:7][cH:8][n:9][c:10]2[cH:11]1>>[O:1]([c:2]1[c:3]([O:26][CH3:27])[cH:4][c:5]2[c:6]([O:12][c:13]3[c:14]([C:23]([CH3:24])=[O:25])[n:15][c:16]4[cH:17][cH:18][cH:19][cH:20][c:21]4[cH:22]3)[cH:7][cH:8][n:9][c:10]2[cH:11]1)[CH2:35][CH:36]1[CH2:37][O:38]1. As a reaction SMILES: [Br:5][CH2:6][CH2:7][n:8]1[c:9](=[O:17])[o:10][c:11]2[c:12]1[n:13][cH:14][cH:15][cH:16]2.[CH3:18][C:19]#[N:20].[CH3:1][CH:2]([CH3:3])[NH2:4]>>[CH3:1][CH:2]([CH3:3])[NH:4][CH2:6][CH2:7][n:8]1[c:9](=[O:17])[o:10][c:11]2[c:12]1[n:13][cH:14][cH:15][cH:16]2. Yields the product CC(C)NCCn1c(=O)oc2cccnc21. Reactants: O=c1oc2cccnc2n1CCBr, CC#N, CC(C)N. The reactants are S1C=C(C=C1)C1=CC=C(C=C1)C(CN)C (2-(4-(3-thienyl)phenyl)propylamine), C(C(C)C)(=O)Cl (isobutyryl chloride). Yields the product S1C=C(C=C1)C1=CC=C(C=C1)C(CNC(C(C)C)=O)C (N-2-(4-(3-Thienyl)phenyl)propyl 2-Methylpropionamide). RXN SMILES: [S:1]1[CH:5]=[CH:4][C:3]([C:6]2[CH:11]=[CH:10][C:9]([CH:12]([CH3:15])[CH2:13][NH2:14])=[CH:8][CH:7]=2)=[CH:2]1.[C:16](Cl)(=[O:20])[CH:17]([CH3:19])[CH3:18]>>[S:1]1[CH:5]=[CH:4][C:3]([C:6]2[CH:11]=[CH:10][C:9]([CH:12]([CH3:15])[CH2:13][NH:14][C:16](=[O:20])[CH:17]([CH3:19])[CH3:18])=[CH:8][CH:7]=2)=[CH:2]1. Procedure details: The title compound was prepared from 2-(4-(3-thienyl)phenyl)propylamine (see example 14) and isobutyryl chloride in a manner analogous to the procedure described in example 14. The NMR spectrum was consistent with the proposed title structure. Starting materials: CCO, CC(C)(C)C(=O)C=Cc1ccc(Cl)cc1, Cc1ccc(S(=O)O)cc1. Product: Cc1ccc(S(=O)(=O)C(CC(=O)C(C)(C)C)c2ccc(Cl)cc2)cc1. Reaction SMILES: [CH3:26][CH2:27][OH:28].[Cl:1][c:2]1[cH:3][cH:4][c:5]([CH:6]=[CH:7][C:8]([C:9]([CH3:10])([CH3:11])[CH3:12])=[O:13])[cH:14][cH:15]1.[c:16]1([CH3:25])[cH:17][cH:18][c:19]([S:22](=[O:23])[OH:24])[cH:20][cH:21]1>>[Cl:1][c:2]1[cH:3][cH:4][c:5]([CH:6]([CH2:7][C:8]([C:9]([CH3:10])([CH3:11])[CH3:12])=[O:13])[S:22]([c:19]2[cH:18][cH:17][c:16]([CH3:25])[cH:21][cH:20]2)(=[O:23])=[O:24])[cH:14][cH:15]1. Reactants: OC(C[C@@]1(CCN(C(O1)=O)[C@@H](C)C1=CC=C(C=C1)B1OC(C(O1)(C)C)(C)C)C1=CC=CC=C1)(C)C ((S)-6-(2-hydroxy-2-methylpropyl)-6-phenyl-3-((S)-1-(4-(4,4,5,5-tetramethyl-1,3,2-dioxaborolan-2-yl)phenyl)ethyl)-1,3-oxazinan-2-one), BrC1=C(C#N)C=CC=N1 (2-bromonicotinonitrile). Yields the product OC(C[C@@]1(CCN(C(O1)=O)[C@@H](C)C1=CC=C(C=C1)C1=C(C#N)C=CC=N1)C1=CC=CC=C1)(C)C (2-(4-((S)-1-((S)-6-(2-hydroxy-2-methylpropyl)-2-oxo-6-phenyl-1,3-oxazinan-3-yl)ethyl)phenyl)nicotinonitrile). RXN SMILES: [OH:1][C:2]([CH3:35])([CH3:34])[CH2:3][C@@:4]1([C:28]2[CH:33]=[CH:32][CH:31]=[CH:30][CH:29]=2)[O:9][C:8](=[O:10])[N:7]([C@H:11]([C:13]2[CH:18]=[CH:17][C:16](B3OC(C)(C)C(C)(C)O3)=[CH:15][CH:14]=2)[CH3:12])[CH2:6][CH2:5]1.Br[C:37]1[N:44]=[CH:43][CH:42]=[CH:41][C:38]=1[C:39]#[N:40]>>[OH:1][C:2]([CH3:34])([CH3:35])[CH2:3][C@@:4]1([C:28]2[CH:33]=[CH:32][CH:31]=[CH:30][CH:29]=2)[O:9][C:8](=[O:10])[N:7]([C@H:11]([C:13]2[CH:14]=[CH:15][C:16]([C:37]3[N:44]=[CH:43][CH:42]=[CH:41][C:38]=3[C:39]#[N:40])=[CH:17][CH:18]=2)[CH3:12])[CH2:6][CH2:5]1. Reported procedure: The title compound was prepared from (S)-6-(2-hydroxy-2-methylpropyl)-6-phenyl-3-((S)-1-(4-(4,4,5,5-tetramethyl-1,3,2-dioxaborolan-2-yl)phenyl)ethyl)-1,3-oxazinan-2-one and 2-bromonicotinonitrile following a procedure analogous to that described in Example 138 Method 1. LC-MS Method 2 tR=1.23 min, m/z=398.1; 1H NMR (CD3OD) 0.93 (s, 3H), 1.26 (s, 3H), 1.57 (d, 3H), 2.17 (s, 2H), 2.28 (m, 1H), 2.50 (m, 2H), 3.09 (m, 1H), 5.58 (m, 1H), 7.08 (d, 2H), 7.22-7.41 (m, 5H), 7.50 (m, 1H), 7.62 (d, 2H), 8.... Starting materials: Cc1cc(C)n(-c2ccc(Cl)nn2)n1, O, O=[N+]([O-])O, O=S(=O)(O)O. Product: Cc1nn(-c2ccc(Cl)nn2)c(C)c1[N+](=O)[O-]. As a reaction SMILES: [Cl:10][c:11]1[n:12][n:13][c:14](-[n:17]2[n:18][c:19]([CH3:23])[cH:20][c:21]2[CH3:22])[cH:15][cH:16]1.[OH2:24].[OH:6][N+:7]([O-:8])=[O:9].[S:1](=[O:2])(=[O:3])([OH:4])[OH:5]>>[O-:6][N+:7](=[O:9])[c:20]1[c:19]([CH3:23])[n:18][n:17](-[c:14]2[n:13][n:12][c:11]([Cl:10])[cH:16][cH:15]2)[c:21]1[CH3:22]. Starting materials: ice water, BrC=1C=CC(=C(C(=O)Cl)C1)Cl (5-bromo-2-chloro-benzoyl chloride), [Al+3].[Cl-].[Cl-].[Cl-] (AlCl3), FC(COC1=CC=CC=C1)F (2,2-difluoroethoxybenzene). The solvent is ClCCl (dichloromethane). Conditions: temperature 0 celsius. Product: BrC=1C=CC(=C(C1)C(=O)C1=CC=C(C=C1)OCC(F)F)Cl ((5-bromo-2-chloro-phenyl)-[4-(2,2-difluoroethoxy)phenyl]methanone). The yield is 100.3%. Reaction SMILES: [Br:1][C:2]1[CH:3]=[CH:4][C:5]([Cl:11])=[C:6]([CH:10]=1)[C:7](Cl)=[O:8].[F:12][CH:13]([F:22])[CH2:14][O:15][C:16]1[CH:21]=[CH:20][CH:19]=[CH:18][CH:17]=1.[Al+3].[Cl-].[Cl-].[Cl-]>ClCCl>[Br:1][C:2]1[CH:3]=[CH:4][C:5]([Cl:11])=[C:6]([C:7]([C:19]2[CH:18]=[CH:17][C:16]([O:15][CH2:14][CH:13]([F:12])[F:22])=[CH:21][CH:20]=2)=[O:8])[CH:10]=1 |f:2.3.4.5|. Procedure details: Under Ar protection, 5-bromo-2-chloro-benzoyl chloride 12n (37.7 g, 148.6 mmol) was dissolved in 350 mL dichloromethane and 2,2-difluoroethoxybenzene 12c (25 g, 158.6 mmol) was added and stirred until dissolved, and cooled to 0° C., followed by addition of AlCl3 (19.1 g, 142.4 mmol) in batch. The reaction mixture was stirred for 2 hours at 0° C., then poured into 300 mL ice water and stirred for 30 minutes and partitioned. The aqueous layer was extracted with dichloromethane (100 mL). The organi...